From a dataset of the Open Reaction Database (ORD), a public repository of structured organic reaction records. describe an organic reaction: reactants, conditions, products, and yield Starting materials: BrC=1SC=C(C1OC)C(=O)NC1=CC(=C(C=C1)OC)N1CCN(CC1)C (2-Bromo-N-[4-methoxy-3-(4-methyl- 1-piperazinyl)phenyl]-3-methoxythiophene-4-carboxamide), N1=CC=C(C=C1)B(O)O (4-pyridylboronic acid), C([O-])([O-])=O.[Na+].[Na+] (sodium carbonate), C(=O)([O-])[O-].[Na+].[Na+] (Na2CO3). The reagents and catalysts are C=1C=CC(=CC1)[P](C=2C=CC=CC2)(C=3C=CC=CC3)[Pd]([P](C=4C=CC=CC4)(C=5C=CC=CC5)C=6C=CC=CC6)([P](C=7C=CC=CC7)(C=8C=CC=CC8)C=9C=CC=CC9)[P](C=1C=CC=CC1)(C=1C=CC=CC1)C=1C=CC=CC1 (tetrakis(triphenylphosphine)palladium(0)). Run in O (water), COCCOC (DME). Yields the product COC1=C(C=C(C=C1)NC(=O)C=1C(=C(SC1)C1=CC=NC=C1)OC)N1CCN(CC1)C (N-[4-methoxy-3-(4-methyl-1-piperazinyl)phenyl]-2-(4-pyridyl)-3-methoxythiophene-4-carboxamide). RXN SMILES: Br[C:2]1[S:3][CH:4]=[C:5]([C:9]([NH:11][C:12]2[CH:17]=[CH:16][C:15]([O:18][CH3:19])=[C:14]([N:20]3[CH2:25][CH2:24][N:23]([CH3:26])[CH2:22][CH2:21]3)[CH:13]=2)=[O:10])[C:6]=1[O:7][CH3:8].[N:27]1[CH:32]=[CH:31][C:30](B(O)O)=[CH:29][CH:28]=1.C(=O)([O-])[O-].[Na+].[Na+]>O.COCCOC.C1C=CC([P]([Pd]([P](C2C=CC=CC=2)(C2C=CC=CC=2)C2C=CC=CC=2)([P](C2C=CC=CC=2)(C2C=CC=CC=2)C2C=CC=CC=2)[P](C2C=CC=CC=2)(C2C=CC=CC=2)C2C=CC=CC=2)(C2C=CC=CC=2)C2C=CC=CC=2)=CC=1>[CH3:19][O:18][C:15]1[CH:16]=[CH:17][C:12]([NH:11][C:9]([C:5]2[C:6]([O:7][CH3:8])=[C:2]([C:30]3[CH:31]=[CH:32][N:27]=[CH:28][CH:29]=3)[S:3][CH:4]=2)=[O:10])=[CH:13][C:14]=1[N:20]1[CH2:25][CH2:24][N:23]([CH3:26])[CH2:22][CH2:21]1 |f:2.3.4,^1:52,54,73,92|. Procedure details: 2-Bromo-N-[4-methoxy-3-(4-methyl- 1-piperazinyl)phenyl]-3-methoxythiophene-4-carboxamide (0.20 g;0.45 mmol) was stirred with 4-pyridylboronic acid (0.056 g;0.45 mmol), tetrakis(triphenylphosphine)palladium(0) (0.024 g) and anhydrous sodium carbonate (0.053 g;0.50 mmol) in water (5 ml) and DME (5 ml) and the whole heated at reflux under Ar (18 hours). The reaction mixture was poured into 10% Na2CO3 (aq) (20 ml) and extracted into CHCl3. The organic extracts were combined, dried over Na2SO4, filte...